Dataset: the Open Reaction Database (ORD), a public repository of structured organic reaction records. Task: describe an organic reaction: reactants, conditions, products, and yield The reactants are CC(=O)O, CCC(C)c1ccccc1O, O, O=[N+]([O-])O. The product is CCC(C)c1cccc([N+](=O)[O-])c1O. Reaction SMILES: [CH3:17][C:18](=[O:19])[OH:20].[CH:5]([CH3:6])([CH2:7][CH3:8])[c:9]1[c:10]([OH:15])[cH:11][cH:12][cH:13][cH:14]1.[OH2:16].[OH:1][N+:2]([O-:3])=[O:4]>>[O-:1][N+:2](=[O:4])[c:11]1[c:10]([OH:15])[c:9]([CH:5]([CH3:6])[CH2:7][CH3:8])[cH:14][cH:13][cH:12]1.